This data is from the Open Reaction Database (ORD), a public repository of structured organic reaction records. The task is: describe an organic reaction: reactants, conditions, products, and yield Starting materials: ClC1=NC2=CC=CC=C2C(=C1[N+](=O)[O-])NCC1=CC=C(CNC(OC(C)(C)C)=O)C=C1 (tert-butyl 4-{[(2-chloro-3-nitroquinolin-4-yl)amino]methyl}benzylcarbamate), S(=O)(=O)([O-])[O-].[Mg+2] (magnesium sulfate). Product: NC=1C(=NC2=CC=CC=C2C1NCC1=CC=C(CNC(OC(C)(C)C)=O)C=C1)Cl (tert-Butyl 4-{[(3-amino-2-chloroquinolin-4-yl)amino]methyl}benzylcarbamate). The yield is 96.9%. Reaction SMILES: [Cl:1][C:2]1[C:11]([N+:12]([O-])=O)=[C:10]([NH:15][CH2:16][C:17]2[CH:31]=[CH:30][C:20]([CH2:21][NH:22][C:23](=[O:29])[O:24][C:25]([CH3:28])([CH3:27])[CH3:26])=[CH:19][CH:18]=2)[C:9]2[C:4](=[CH:5][CH:6]=[CH:7][CH:8]=2)[N:3]=1.S([O-])([O-])(=O)=O.[Mg+2]>>[NH2:12][C:11]1[C:2]([Cl:1])=[N:3][C:4]2[C:9]([C:10]=1[NH:15][CH2:16][C:17]1[CH:31]=[CH:30][C:20]([CH2:21][NH:22][C:23](=[O:29])[O:24][C:25]([CH3:26])([CH3:27])[CH3:28])=[CH:19][CH:18]=1)=[CH:8][CH:7]=[CH:6][CH:5]=2 |f:1.2|. Reported procedure: The method of Part B of Example 1 was used to hydrogenate tert-butyl 4-{[(2-chloro-3-nitroquinolin-4-yl)amino]methyl}benzylcarbamate (20 g, 45 mmol) with the modification that magnesium sulfate was added to the mixture before filtration. tert-Butyl 4-{[(3-amino-2-chloroquinolin-4-yl)amino]methyl}benzylcarbamate (18 g) was isolated as a thick, orange-red oil. Starting materials: BrC=1C=CC2=C(C(=NCC=3N2C(=NN3)CN)C3=C(C=CC=C3)F)C1 (8-bromo-1-(aminomethyl)-6-(o-fluorophenyl)-4H-s-triazolo[4,3-a][1,4]benzodiazepine), C=O (formalin), C(#N)[BH3-].[Na+] (sodium cyanoborohydride), C(C)(=O)O (acetic acid). Solvent: C(C)#N (acetonitrile). Yields the product BrC=1C=CC2=C(C(=NCC=3N2C(=NN3)CN(C)C)C3=C(C=CC=C3)F)C1 (8-bromo-1-[ (dimethylamino)methyl]-6-(o-fluorophenyl)-4H-s-triazolo[4,3-a][1,4]benzodiazepine). Reaction SMILES: [Br:1][C:2]1[CH:3]=[CH:4][C:5]2[N:11]3[C:12]([CH2:15]N)=[N:13][N:14]=[C:10]3[CH2:9][N:8]=[C:7]([C:17]3[CH:22]=[CH:21][CH:20]=[CH:19][C:18]=3[F:23])[C:6]=2[CH:24]=1.C=O.[C:27]([BH3-])#[N:28].[Na+].[C:31](O)(=O)C>C(#N)C>[Br:1][C:2]1[CH:3]=[CH:4][C:5]2[N:11]3[C:12]([CH2:15][N:28]([CH3:27])[CH3:31])=[N:13][N:14]=[C:10]3[CH2:9][N:8]=[C:7]([C:17]3[CH:22]=[CH:21][CH:20]=[CH:19][C:18]=3[F:23])[C:6]=2[CH:24]=1 |f:2.3|. Procedure: In the manner given in Example 23, a solution of 8-bromo-1-(aminomethyl)-6-(o-fluorophenyl)-4H-s-triazolo[4,3-a][1,4]benzodiazepine in acetonitrile is treated with formalin, sodium cyanoborohydride and acetic acid to give 8-bromo-1-[ (dimethylamino)methyl]-6-(o-fluorophenyl)-4H-s-triazolo[4,3-a][1,4]benzodiazepine. The reactants are O=C([O-])[O-], CS(C)=O, CCOC(C)=O, Cc1ccc2c(Cl)nccc2c1I, [Cs+], [Cs+], Oc1cccc(C(F)(F)F)c1, O. Product: Cc1ccc2c(Oc3cccc(C(F)(F)F)c3)nccc2c1I. Reaction SMILES: [C:25](=[O:26])([O-:27])[O-:28].[CH3:31][S:32]([CH3:33])=[O:34].[CH3:36][CH2:37][O:38][C:39](=[O:40])[CH3:41].[Cl:1][c:2]1[n:3][cH:4][cH:5][c:6]2[c:7]([I:13])[c:8]([CH3:12])[cH:9][cH:10][c:11]12.[Cs+:29].[Cs+:30].[F:14][C:15]([c:16]1[cH:17][c:18]([OH:22])[cH:19][cH:20][cH:21]1)([F:23])[F:24].[OH2:35]>>[c:2]1([O:22][c:18]2[cH:17][c:16]([C:15]([F:14])([F:23])[F:24])[cH:21][cH:20][cH:19]2)[n:3][cH:4][cH:5][c:6]2[c:7]([I:13])[c:8]([CH3:12])[cH:9][cH:10][c:11]12.